From a dataset of the Open Reaction Database (ORD), a public repository of structured organic reaction records. describe an organic reaction: reactants, conditions, products, and yield The reactants are Cl (hydrochloric acid), FC(C1(CC1)C(=O)N1[C@@H]2C(O[C@H](C1)C2)=O)(F)F ((1S,4S)-5-(1-Trifluoromethyl-cyclopropanecarbonyl)-2-oxa-5-aza-bicyclo[2.2.1]heptan-3-one), Cl.NC1(CC1)C#N (1-amino-cyclopropanecarbonitrile hydrochloride), C(C)C(C(=O)[O-])CCCC.[Na+] (sodium 2-ethylhexanoate), [Cl-].[Na+] (sodium chloride). Run in O (water), O1CCCC1 (tetrahydrofuran). Run at temperature 53 celsius, time 20 hour. Product: C(#N)C1(CC1)NC(=O)[C@H]1N(C[C@H](C1)O)C(=O)C1(CC1)C(F)(F)F ((2S,4S)-4-Hydroxy-1-(1-trifluoromethyl-cyclopropanecarbonyl)-pyrrolidine-2-carboxylic acid (1-cyano-cyclopropyl)-amide). Yield: 87.2%. As a reaction SMILES: [F:1][C:2]([F:17])([F:16])[C:3]1([C:6]([N:8]2[CH2:13][C@@H:12]3[CH2:14][C@H:9]2[C:10](=[O:15])[O:11]3)=[O:7])[CH2:5][CH2:4]1.Cl.[NH2:19][C:20]1([C:23]#[N:24])[CH2:22][CH2:21]1.C(C(CCCC)C([O-])=O)C.[Na+].Cl.[Cl-].[Na+]>O.O1CCCC1>[C:23]([C:20]1([NH:19][C:10]([C@@H:9]2[CH2:14][C@H:12]([OH:11])[CH2:13][N:8]2[C:6]([C:3]2([C:2]([F:17])([F:16])[F:1])[CH2:5][CH2:4]2)=[O:7])=[O:15])[CH2:22][CH2:21]1)#[N:24] |f:1.2,3.4,6.7|. Reported procedure: (1S,4S)-5-(1-Trifluoromethyl-cyclopropanecarbonyl)-2-oxa-5-aza-bicyclo[2.2.1]heptan-3-one (220 g, 883 mmol), 1-amino-cyclopropanecarbonitrile hydrochloride (140 g, 1.18 mol) and sodium 2-ethylhexanoate (97%, 230 g, 1.34 mol) were dissolved in water (1.32 L). The mixture was stirred for 20 h at 53° C. After cooling to room temperature, tetrahydrofuran (880 mL) was added and the mixture was acidified by addition of concentrated hydrochloric acid (37% m/m, 47 mL), followed by the addition of sodium...